This data is from the Open Reaction Database (ORD), a public repository of structured organic reaction records. The task is: describe an organic reaction: reactants, conditions, products, and yield Yields the product CC(C(=O)NC(C(=O)N1CCC2NCC(C(=O)Nc3ccccc3)C21)C1CCCCC1)N(C)C(=O)OC(C)(C)C. Starting materials: CC(C(=O)NC(C(=O)N1CCC2C1C(C(=O)Nc1ccccc1)CN2C(=O)OCc1ccccc1)C1CCCCC1)N(C)C(=O)OC(C)(C)C, CO. Reaction SMILES: [CH2:1]([O:2][C:3](=[O:4])[N:11]1[CH:12]2[CH:13]([CH:14]([C:16]([NH:17][c:18]3[cH:19][cH:20][cH:21][cH:22][cH:23]3)=[O:24])[CH2:15]1)[N:25]([C:28]([CH:29]([CH:30]1[CH2:31][CH2:32][CH2:33][CH2:34][CH2:35]1)[NH:36][C:37]([CH:38]([CH3:39])[N:40]([CH3:41])[C:42](=[O:43])[O:44][C:45]([CH3:46])([CH3:47])[CH3:48])=[O:49])=[O:50])[CH2:26][CH2:27]2)[c:5]1[cH:6][cH:7][cH:8][cH:9][cH:10]1.[CH3:51][OH:52]>>[NH:11]1[CH:12]2[CH:13]([CH:14]([C:16]([NH:17][c:18]3[cH:19][cH:20][cH:21][cH:22][cH:23]3)=[O:24])[CH2:15]1)[N:25]([C:28]([CH:29]([CH:30]1[CH2:31][CH2:32][CH2:33][CH2:34][CH2:35]1)[NH:36][C:37]([CH:38]([CH3:39])[N:40]([CH3:41])[C:42](=[O:43])[O:44][C:45]([CH3:46])([CH3:47])[CH3:48])=[O:49])=[O:50])[CH2:26][CH2:27]2. Reactants: BrC=1C=C(C=CC1[N+](=O)[O-])O[Si](C)(C)C(C)(C)C (3-bromo-4-nitro-1-tert-butyldimethylsilyloxybenzene), C(=C)[Mg]Br (vinylmagnesium bromide), [NH4+].[Cl-] (NH4Cl). Run in C1CCOC1 (THF). Run at temperature -45 celsius, time 45 minute. Yields the product BrC=1C=C(C=C2C=CNC12)O[Si](C)(C)C(C)(C)C (7-bromo-5-(tert-butyldimethylsilanyloxy)-1H-indole). As a reaction SMILES: [Br:1][C:2]1[CH:3]=[C:4]([O:11][Si:12]([C:15]([CH3:18])([CH3:17])[CH3:16])([CH3:14])[CH3:13])[CH:5]=[CH:6][C:7]=1[N+:8]([O-])=O.[CH:19]([Mg]Br)=[CH2:20].[NH4+].[Cl-]>C1COCC1>[Br:1][C:2]1[CH:3]=[C:4]([O:11][Si:12]([C:15]([CH3:18])([CH3:17])[CH3:16])([CH3:14])[CH3:13])[CH:5]=[C:6]2[C:7]=1[NH:8][CH:20]=[CH:19]2 |f:2.3|. Reported procedure: Combine 3-bromo-4-nitro-1-tert-butyldimethylsilyloxybenzene and dry THF. Cool to about −45° C. and then treat with vinylmagnesium bromide (1.2 eq.) over a few minutes. After about 45 minutes, pour the reaction mixture into saturated aq. NH4Cl, extract with ether, combined the organic extracts and extract with water, dry over Na2SO4 and concentrate. Purify to give 7-bromo-5-(tert-butyldimethylsilanyloxy)-1H-indole. Reaction conditions: time 15 minute. Yield: 69.0%. As a reaction SMILES: C(C1[O:7][C:6]2C=CC(C#N)=C[C:5]=2[CH:4]=1)#N.S(=O)(=O)(O)[OH:15].CC[O:21][CH2:22]C.[CH2:24]1[CH2:29][CH2:28][CH2:27][CH2:26][CH2:25]1>C(Cl)Cl>[CH:6]([C:5]1[O:15][C:25]2[CH:26]=[CH:27][C:28]([CH:22]=[O:21])=[CH:29][C:24]=2[CH:4]=1)=[O:7]. Solvent: C(Cl)Cl (methylenechloride). The product is C(=O)C1=CC2=C(O1)C=CC(=C2)C=O (2,5-Diformylbenzo[b]furan). Reactants: Diisobutylaluminum halide, S(O)(O)(=O)=O (sulfuric acid), S(O)(O)(=O)=O (sulfuric acid), solution, C(#N)C1=CC2=C(O1)C=CC(=C2)C#N (2,5-dicyanobenzo[b]furan), C1CCCCC1 (cyclohexane), CCOCC (ether). Procedure details: Diisobutylaluminum halide (4.26 g, 0.03 mole; 30 mL of a 1M solution in cyclohexane) is added dropwise to a solution of 2,5-dicyanobenzo[b]furan (1.68g, 0.01 mole) in 150 mL dry methylenechloride at 15° C., under nitrogen. The mixture is stirred for 15 minutes and then allowed to reflux for 40 minutes. The reaction mixture is cooled and 100 mL 1M sulfuric acid is added slowly while keeping the temperature below 25° C. After addition of the sulfuric acid is complete the mixture is stirred for 1 h... Starting materials: ClCCl, CC(C)(C)OC(=O)NC1C(=O)N2C(C(=O)OC(c3ccccc3)c3ccccc3)=C(c3cnc(-c4ccncc4)s3)CSC12, O=C(OO)c1cccc(Cl)c1. The product is CC(C)(C)OC(=O)NC1C(=O)N2C(C(=O)OC(c3ccccc3)c3ccccc3)=C(c3cnc(-c4ccncc4)s3)CS(=O)C12. As a reaction SMILES: [CH2:56]([Cl:57])[Cl:58].[CH:1]([c:2]1[cH:3][cH:4][cH:5][cH:6][cH:7]1)([c:8]1[cH:9][cH:10][cH:11][cH:12][cH:13]1)[O:14][C:15](=[O:16])[C:17]1=[C:24]([c:25]2[cH:26][n:27][c:28](-[c:30]3[cH:31][cH:32][n:33][cH:34][cH:35]3)[s:29]2)[CH2:23][S:22][CH:21]2[N:18]1[C:19](=[O:44])[CH:20]2[NH:36][C:37](=[O:38])[O:39][C:40]([CH3:41])([CH3:42])[CH3:43].[OH:45][O:46][C:47]([c:48]1[cH:49][c:50]([Cl:51])[cH:52][cH:53][cH:54]1)=[O:55]>>[CH:1]([c:2]1[cH:3][cH:4][cH:5][cH:6][cH:7]1)([c:8]1[cH:9][cH:10][cH:11][cH:12][cH:13]1)[O:14][C:15](=[O:16])[C:17]1=[C:24]([c:25]2[cH:26][n:27][c:28](-[c:30]3[cH:31][cH:32][n:33][cH:34][cH:35]3)[s:29]2)[CH2:23][S:22](=[O:45])[CH:21]2[N:18]1[C:19](=[O:44])[CH:20]2[NH:36][C:37](=[O:38])[O:39][C:40]([CH3:41])([CH3:42])[CH3:43]. Starting materials: C(C1=CC=CC=C1)(=O)OC1=CN(C2=CC=CC=C2C1=O)CC (1-ethyl-4-oxo-1,4-dihydroquinol-3-yl benzoate), N1CCCCC1 (piperidine), N1CCCCC1 (piperidine). Run in ClCCl (dichloromethane). Reaction conditions: time 3 day. The product is C(C)N1C=C(C(C2=CC=CC=C12)=O)O (1-ethyl-3-hydroxy-4-quinolone). RXN SMILES: C([O:9][C:10]1[C:19](=[O:20])[C:18]2[C:13](=[CH:14][CH:15]=[CH:16][CH:17]=2)[N:12]([CH2:21][CH3:22])[CH:11]=1)(=O)C1C=CC=CC=1.N1CCCCC1>ClCCl>[CH2:21]([N:12]1[C:13]2[C:18](=[CH:17][CH:16]=[CH:15][CH:14]=2)[C:19](=[O:20])[C:10]([OH:9])=[CH:11]1)[CH3:22]. Procedure: A mixture of 1-ethyl-4-oxo-1,4-dihydroquinol-3-yl benzoate (6.29 g), piperidine (2.1ml) and dichloromethane (60 ml) was stirred under nitrogen at ambient temperature for 3 days. Further piperidine (0.5 ml) was added and the mixture stirred for 24 hours. The solvent was removed by distillation and the residual solid triturated with diethyl ether (20 ml) to give the novel compound 1-ethyl-3-hydroxy-4-quinolone, m.p. 180°-182°. The reactants are O (water), [OH-].[Na+] (sodium hydroxide), C(CCC)Br (n-butyl bromide), C1=C(C=CC2=CC=CC=C12)O (2-naphthol), [OH-].[Na+] (sodium hydroxide). Run in C(C)O (ethanol). The product is C(CCC)OC1=CC2=CC=CC=C2C=C1 (2-n-butoxynaphthalene). The yield is 84.9%. As a reaction SMILES: [CH:1]1[C:10]2[C:5](=[CH:6][CH:7]=[CH:8][CH:9]=2)[CH:4]=[CH:3][C:2]=1[OH:11].[OH-].[Na+].[CH2:14](Br)[CH2:15][CH2:16][CH3:17].O>C(O)C>[CH2:14]([O:11][C:2]1[CH:3]=[CH:4][C:5]2[C:10](=[CH:9][CH:8]=[CH:7][CH:6]=2)[CH:1]=1)[CH2:15][CH2:16][CH3:17] |f:1.2|. Reported procedure: In 100 g of ethanol were dissolved 50 g (0.347 mol) of 2-naphthol and 14.6 g (0.364 mol) of sodium hydroxide. Under reflux, 50 g (0.364 mol) of n-butyl bromide was added to the solution, which was refluxed for a further 4 hours. To the reaction solution were added 200 g of water and 4 g of sodium hydroxide. The organic layer thus separated, 75 g, was distilled in vacuo, obtaining 59 g of 2-n-butoxynaphthalene. The distillate (liquid) solidified when allowed to stand at room temperature. Reported procedure: 200 ml of chloroform and 50 g of 1-benzyl-4-amino piperidine were introduced into a balloon flask provided with an agitator and a thermometer, and then 50 g of 1,4-benzodioxane-5-carbonyl chloride was added in portions at a temperature of from 5°-10° C. After agitation of the mixture at ambient temperature the solvent was removed under vacuum and the residue was dissolved in 300 ml of water. After precipitation of the base by addition of ammonia, the water was removed and the resulting product w... Isolated yield 76.6%. Solvent: C(Cl)(Cl)Cl (chloroform). RXN SMILES: [CH2:1]([N:8]1[CH2:13][CH2:12][CH:11]([NH2:14])[CH2:10][CH2:9]1)[C:2]1[CH:7]=[CH:6][CH:5]=[CH:4][CH:3]=1.[O:15]1[C:20]2[CH:21]=[CH:22][CH:23]=[C:24]([C:25]([Cl:27])=[O:26])[C:19]=2[O:18][CH2:17][CH2:16]1>C(Cl)(Cl)Cl>[ClH:27].[CH2:1]([N:8]1[CH2:13][CH2:12][CH:11]([NH:14][C:25]([C:24]2[C:19]3[O:18][CH2:17][CH2:16][O:15][C:20]=3[CH:21]=[CH:22][CH:23]=2)=[O:26])[CH2:10][CH2:9]1)[C:2]1[CH:3]=[CH:4][CH:5]=[CH:6][CH:7]=1 |f:3.4|. Product: Cl.C(C1=CC=CC=C1)N1CCC(CC1)NC(=O)C1=CC=CC=2OCCOC21 (N-(1-benzyl-4-piperidyl)-1,4-benzodioxane-5-carboxamide hydrochloride). The reactants are C(C1=CC=CC=C1)N1CCC(CC1)N (1-benzyl-4-amino piperidine), O1CCOC2=C1C=CC=C2C(=O)Cl (1,4-benzodioxane-5-carbonyl chloride). Reactants: ClC1=C(C=C2C(=N1)NC=C2)F (6-chloro-5-fluoro-1H-pyrrolo[2,3-b]pyridine), C([O-])([O-])=O.[K+].[K+] (potassium carbonate), CI (methyl iodide). Run in CN(C)C=O (DMF). Run at temperature 70 celsius. Yields the product ClC1=C(C=C2C(=N1)N(C=C2)C)F (6-chloro-5-fluoro-1-methyl-1H-pyrrolo[2,3-b]pyridine). The yield is 28.4%. RXN SMILES: [Cl:1][C:2]1[N:7]=[C:6]2[NH:8][CH:9]=[CH:10][C:5]2=[CH:4][C:3]=1[F:11].[C:12](=O)([O-])[O-].[K+].[K+].CI>CN(C=O)C>[Cl:1][C:2]1[N:7]=[C:6]2[N:8]([CH3:12])[CH:9]=[CH:10][C:5]2=[CH:4][C:3]=1[F:11] |f:1.2.3|. Reported procedure: To a solution of 6-chloro-5-fluoro-1H-pyrrolo[2,3-b]pyridine (4.15 g, 24.33 mmol) in DMF (50 mL), under a nitrogen atmosphere, is added potassium carbonate (6.73 g, 48.66 mmol), followed by methyl iodide (2.27 mL, 36.49 mmol), and reaction heated to 70° C. for 2 h. The reaction is cooled, poured onto brine (ca. 50 mL) and the product extracted with CHCl3 (ca. 2×30 mL). The combined organic extracts are dried over magnesium sulphate, filtered, and concentrated in vacuo to give a brown solid. This...